This data is from the Open Reaction Database (ORD), a public repository of structured organic reaction records. The task is: describe an organic reaction: reactants, conditions, products, and yield RXN SMILES: [ClH:1].[F:2][c:3]1[cH:4][cH:5][c:6]([CH:9]2[CH:10]([N:14]([C:15](=[O:16])[N:17]([c:18]3[cH:19][c:20]([CH3:28])[cH:21][c:22]([C:24]([F:25])([F:26])[F:27])[cH:23]3)[CH3:29])[CH3:30])[CH2:11][NH:12][CH2:13]2)[cH:7][cH:8]1.[F:31][C:32]1([F:41])[CH2:33][CH2:34][CH:35]([C:38](=[O:39])[OH:40])[CH2:36][CH2:37]1>>[F:2][c:3]1[cH:4][cH:5][c:6]([CH:9]2[CH:10]([N:14]([C:15](=[O:16])[N:17]([c:18]3[cH:19][c:20]([CH3:28])[cH:21][c:22]([C:24]([F:25])([F:26])[F:27])[cH:23]3)[CH3:29])[CH3:30])[CH2:11][N:12]([C:38]([CH:35]3[CH2:34][CH2:33][C:32]([F:31])([F:41])[CH2:37][CH2:36]3)=[O:39])[CH2:13]2)[cH:7][cH:8]1. Yields the product Cc1cc(N(C)C(=O)N(C)C2CN(C(=O)C3CCC(F)(F)CC3)CC2c2ccc(F)cc2)cc(C(F)(F)F)c1. Reactants: Cl, Cc1cc(N(C)C(=O)N(C)C2CNCC2c2ccc(F)cc2)cc(C(F)(F)F)c1, O=C(O)C1CCC(F)(F)CC1. Starting materials: C(C=C)OC1(CCN(CC1)C1=C(C(=NC=2N1N=C(C2)COCC2=C(C=C(C=C2O[C@@H](C)CC=C)F)F)C)[C@@H](C(=O)O)OC(C)(C)C)C ((S)-2-(7-(4-(allyloxy)-4-methylpiperidin-1-yl)-2-(((2,4-difluoro-6-((S)-pent-4-en-2-yloxy)benzyl)oxy)methyl)-5-methylpyrazolo[1,5-a]pyrimidin-6-yl)-2-(tert-butoxy)acetic acid). Reagents/catalysts: CC1=CC(=C(C(=C1)C)N2CCN(C2=[Ru](=CC3=C(C=CC=C3)OC(C)C)(Cl)Cl)C4=C(C=C(C=C4C)C)C)C (Hoveyda-Grubbs catalyst 2nd generation), [Cu]I (copper(I) iodide). Run in ClCCCl (DCE). Reaction conditions: temperature 90 celsius, time 1.5 hour. Product: C(C)(C)(C)O[C@H](C(=O)O)C1=C2N3CCC(OCC=CC[C@@H](OC4=CC(=CC(=C4COCC4=NN2C(N=C1C)=C4)F)F)C)(CC3)C ((2S)-2-(tert-butoxy)-2-[(20S)-14,16-difluoro-4,20,26-trimethyl-11,19,25-trioxa-1,5,7,8-tetraazapentacyclo[24.2.2.16,9.02,7.013,18]hentriaconta-2,4,6(31),8,13,15,17,22-octaen-3-yl]acetic acid). Isolated yield 8.3%. Reaction SMILES: [CH2:1]([O:4][C:5]1([CH3:47])[CH2:10][CH2:9][N:8]([C:11]2[N:16]3[N:17]=[C:18]([CH2:20][O:21][CH2:22][C:23]4[C:28]([O:29][C@H:30]([CH2:32][CH:33]=C)[CH3:31])=[CH:27][C:26]([F:35])=[CH:25][C:24]=4[F:36])[CH:19]=[C:15]3[N:14]=[C:13]([CH3:37])[C:12]=2[C@H:38]([O:42][C:43]([CH3:46])([CH3:45])[CH3:44])[C:39]([OH:41])=[O:40])[CH2:7][CH2:6]1)[CH:2]=C>ClCCCl.CC1C=C(C)C(N2C(=[Ru](Cl)(Cl)=CC3C=CC=CC=3OC(C)C)N(C3C(C)=CC(C)=CC=3C)CC2)=C(C)C=1.[Cu]I>[C:43]([O:42][C@@H:38]([C:12]1[C:13]([CH3:37])=[N:14][C:15]2=[CH:19][C:18]3=[N:17][N:16]2[C:11]=1[N:8]1[CH2:9][CH2:10][C:5]([CH3:47])([O:4][CH2:1][CH:2]=[CH:33][CH2:32][C@H:30]([CH3:31])[O:29][C:28]2[C:23]([CH2:22][O:21][CH2:20]3)=[C:24]([F:36])[CH:25]=[C:26]([F:35])[CH:27]=2)[CH2:6][CH2:7]1)[C:39]([OH:41])=[O:40])([CH3:45])([CH3:44])[CH3:46]. Reported procedure: To a solution of (S)-2-(7-(4-(allyloxy)-4-methylpiperidin-1-yl)-2-(((2,4-difluoro-6-((S)-pent-4-en-2-yloxy)benzyl)oxy)methyl)-5-methylpyrazolo[1,5-a]pyrimidin-6-yl)-2-(tert-butoxy)acetic acid (0.030 g, 0.046 mmol) in DCE (4 mL) were added Hoveyda-Grubbs catalyst 2nd generation (7.16 mg, 0.011 mmol) and copper(I) iodide (8.70 mg, 0.046 mmol) and the mixture was stirred at 90° C. After 1.5 h, the mixture was cooled to rt and filtered and concentrated. The crude material was purified via preparativ... Reactants: [NH4+].[Cl-] (NH4Cl), N (ammonia), COC=1C=CC=2C[C@@H]3C4=C[C@H](C(=C[C@@]4(C2C1OC1=CC=CC=C1)CCN3C)OC)C (3,6-Dimethoxy-7β,17-dimethyl-4-phenoxy-5,6,8,14-tetradehydromorphinane), [Na] (sodium). Run in C1(=CC=CC=C1)C (toluene). Run at time 1 hour. Yields the product COC=1C=CC=2C[C@@H]3C4=C[C@H](C(=C[C@@]4(C2C1)CCN3C)OC)C (3,6-Dimethoxy-7β,17-dimethyl-5,6,8,14-tetradehydro-morphinane). As a reaction SMILES: N.[CH3:2][O:3][C:4]1[CH:5]=[CH:6][C:7]2[CH2:8][C@H:9]3[N:27]([CH3:28])[CH2:26][CH2:25][C@@:15]4([C:16]=2[C:17]=1OC1C=CC=CC=1)[C:10]3=[CH:11][C@@H:12]([CH3:31])[C:13]([O:29][CH3:30])=[CH:14]4.[Na].[NH4+].[Cl-]>C1(C)C=CC=CC=1>[CH3:2][O:3][C:4]1[CH:5]=[CH:6][C:7]2[CH2:8][C@H:9]3[N:27]([CH3:28])[CH2:26][CH2:25][C@@:15]4([C:16]=2[CH:17]=1)[C:10]3=[CH:11][C@@H:12]([CH3:31])[C:13]([O:29][CH3:30])=[CH:14]4 |f:3.4,^1:31|. Procedure details: To liquid ammonia (500 ml) at -78° was added dropwise a solution of 3 (17.20 g, 43 mmol) in toluene (150 ml). To the stirred biphasic system was added sodium (2.94 g, 0.128 g atoms) and the resulting blue solution stirred at -78° for 1 hr. Excess NH4Cl was added to quench the blue color and the ammonia allowed to evaporate at room temperature. The residual suspension was diluted with 5% NaOH and extracted 3 times with ether. Evaporation of the dried organic phase gave 4 as a tan syrup. NMR (CDCl... Starting materials: ClCCl, O=C(O)C(F)(F)F, O=C1SC(Cc2ccc(OCCc3c[nH]c4ccccc34)cc2)C(=O)N1C(c1ccccc1)(c1ccccc1)c1ccccc1. Yields the product O=C1NC(=O)C(Cc2ccc(OCCc3c[nH]c4ccccc34)cc2)S1. As a reaction SMILES: [CH2:53]([Cl:54])[Cl:55].[OH:46][C:47]([C:48]([F:49])([F:50])[F:51])=[O:52].[nH:1]1[cH:2][c:3]([CH2:10][CH2:11][O:12][c:13]2[cH:14][cH:15][c:16]([CH2:17][CH:18]3[C:19](=[O:43])[N:20]([C:24]([c:25]4[cH:26][cH:27][cH:28][cH:29][cH:30]4)([c:31]4[cH:32][cH:33][cH:34][cH:35][cH:36]4)[c:37]4[cH:38][cH:39][cH:40][cH:41][cH:42]4)[C:21](=[O:23])[S:22]3)[cH:44][cH:45]2)[c:4]2[cH:5][cH:6][cH:7][cH:8][c:9]12>>[nH:1]1[cH:2][c:3]([CH2:10][CH2:11][O:12][c:13]2[cH:14][cH:15][c:16]([CH2:17][CH:18]3[C:19](=[O:43])[NH:20][C:21](=[O:23])[S:22]3)[cH:44][cH:45]2)[c:4]2[cH:5][cH:6][cH:7][cH:8][c:9]12.